Dataset: the Open Reaction Database (ORD), a public repository of structured organic reaction records. Task: describe an organic reaction: reactants, conditions, products, and yield Starting materials: Brc1ccc2c(N3CCOCC3)nncc2c1, CCO, CC(=O)[O-], CCOC(C)=O, O=C(NC1CC1)c1ccc(Cl)c(I)c1, [K+], C1COCCO1, O, c1ccc(P(c2ccccc2)(c2ccccc2)[Pd](P(c2ccccc2)(c2ccccc2)c2ccccc2)(P(c2ccccc2)(c2ccccc2)c2ccccc2)P(c2ccccc2)(c2ccccc2)c2ccccc2)cc1. The product is O=C(NC1CC1)c1ccc(Cl)c(-c2ccc3c(N4CCOCC4)nncc3c2)c1. As a reaction SMILES: [Br:20][c:21]1[cH:22][c:23]2[cH:24][n:25][n:26][c:27]([N:31]3[CH2:32][CH2:33][O:34][CH2:35][CH2:36]3)[c:28]2[cH:29][cH:30]1.[CH2:127]([OH:128])[CH3:129].[CH3:16][C:17](=[O:18])[O-:19].[CH3:44][CH2:45][O:46][C:47]([CH3:48])=[O:49].[Cl:1][c:2]1[c:3]([I:14])[cH:4][c:5]([C:6](=[O:7])[NH:8][CH:9]2[CH2:10][CH2:11]2)[cH:12][cH:13]1.[K+:15].[O:38]1[CH2:39][CH2:40][O:41][CH2:42][CH2:43]1.[OH2:37].[cH:50]1[cH:51][cH:52][c:53]([P:54]([Pd:55]([P:56]([c:57]2[cH:58][cH:59][cH:60][cH:61][cH:62]2)([c:63]2[cH:64][cH:65][cH:66][cH:67][cH:68]2)[c:69]2[cH:70][cH:71][cH:72][cH:73][cH:74]2)([P:75]([c:76]2[cH:77][cH:78][cH:79][cH:80][cH:81]2)([c:82]2[cH:83][cH:84][cH:85][cH:86][cH:87]2)[c:88]2[cH:89][cH:90][cH:91][cH:92][cH:93]2)[P:94]([c:95]2[cH:96][cH:97][cH:98][cH:99][cH:100]2)([c:101]2[cH:102][cH:103][cH:104][cH:105][cH:106]2)[c:107]2[cH:108][cH:109][cH:110][cH:111][cH:112]2)([c:113]2[cH:114][cH:115][cH:116][cH:117][cH:118]2)[c:119]2[cH:120][cH:121][cH:122][cH:123][cH:124]2)[cH:125][cH:126]1>>[Cl:1][c:2]1[c:3](-[c:21]2[cH:22][c:23]3[cH:24][n:25][n:26][c:27]([N:31]4[CH2:32][CH2:33][O:34][CH2:35][CH2:36]4)[c:28]3[cH:29][cH:30]2)[cH:4][c:5]([C:6](=[O:7])[NH:8][CH:9]2[CH2:10][CH2:11]2)[cH:12][cH:13]1. The reactants are ClC1=CC=C2C(=C(C(NC2=C1)=O)C1=CC=CC=C1)OCC(C)=O (7-Chloro-3-phenyl-4-[(2-oxo)propoxy]-2(1H)-quinolone), Cl.NO (hydroxylamine hydrochloride), Cl.NO (hydroxylamine hydrochloride). Solvent: N1=CC=CC=C1 (pyridine), C(C)(=O)OCC (ethyl acetate). Reaction conditions: temperature 60 celsius. Yields the product ClC1=CC=C2C(=C(C(NC2=C1)=O)C1=CC=CC=C1)OCC(C)=NO (7-Chloro-3-phenyl-4-[(2-oximino)propoxy]-2(1H)-quinolone). Reaction SMILES: [Cl:1][C:2]1[CH:11]=[C:10]2[C:5]([C:6]([O:19][CH2:20][C:21](=O)[CH3:22])=[C:7]([C:13]3[CH:18]=[CH:17][CH:16]=[CH:15][CH:14]=3)[C:8](=[O:12])[NH:9]2)=[CH:4][CH:3]=1.Cl.[NH2:25][OH:26]>N1C=CC=CC=1.C(OCC)(=O)C>[Cl:1][C:2]1[CH:11]=[C:10]2[C:5]([C:6]([O:19][CH2:20][C:21](=[N:25][OH:26])[CH3:22])=[C:7]([C:13]3[CH:18]=[CH:17][CH:16]=[CH:15][CH:14]=3)[C:8](=[O:12])[NH:9]2)=[CH:4][CH:3]=1 |f:1.2|. Procedure details: The product from Example 24 (0.50 g, 0.0015 mol), hydroxylamine hydrochloride (0.21 g, 0.0031 mol) and 4 Å molecular sieves were suspended in pyridine (10 ml) and heated at 60° C. for 14 h. A further amount of hydroxylamine hydrochloride (0.42 g, 0.0062 mol) was added and the reaction mixture heated under reflux for a further 24 h. The reaction mixture was diluted with ethyl acetate (30 ml) and filtered through hiflo. The mixture was washed with 1N hydrochloric acid (100 ml), the acid layer was ... Reactants: [H-].[Na+] (Sodium hydride), FC(COS(=O)(=O)C1=CC=C(C)C=C1)(F)F (2,2,2-Trifluoroethyltosylate), BrC=1C=C(C(=O)OC)C=CC1O (methyl 3-bromo-4-hydroxybenzoate). Run in CN(C)C=O (N,N'-dimethylformamide), CN(C)C=O (N,N'-dimethylformamide). Conditions: temperature 0 celsius, time 15 minute. The product is BrC=1C=C(C(=O)OC)C=CC1OCC(F)(F)F (Methyl 3-Bromo-4-(2,2,2-trifluoroethoxy)benzoate). The yield is 33.7%. Reaction SMILES: [H-].[Na+].[Br:3][C:4]1[CH:5]=[C:6]([CH:11]=[CH:12][C:13]=1[OH:14])[C:7]([O:9][CH3:10])=[O:8].[F:15][C:16]([F:30])([F:29])[CH2:17]OS(C1C=CC(C)=CC=1)(=O)=O>CN(C=O)C>[Br:3][C:4]1[CH:5]=[C:6]([CH:11]=[CH:12][C:13]=1[O:14][CH2:17][C:16]([F:30])([F:29])[F:15])[C:7]([O:9][CH3:10])=[O:8] |f:0.1|. Procedure details: Sodium hydride (60% dispersion in mineral oil, 520 mg, 13.0 mmol) was added to a stirred, cooled (0° C.) solution of methyl 3-bromo-4-hydroxybenzoate (Description 64, 3.0 g, 13.0 mmol) in N,N'-dimethylformamide (100 ml) and the mixture was stirred at 0° C. for 15 min. 2,2,2-Trifluoroethyltosylate (6.61 g, 26.0 mmol) in N,N'-dimethylformamide (50 ml) was added and the mixture was stirred at 100° C. for 16 h. The mixture was concentrated under reduced pressure to half volume and poured into aqueou... As a reaction SMILES: [C:1]1([C:7]2[CH:16]=[C:15]([C:17]([OH:19])=O)[C:14]3[C:9](=[C:10]([C:20]([F:23])([F:22])[F:21])[CH:11]=[CH:12][CH:13]=3)[N:8]=2)[CH:6]=[CH:5][CH:4]=[CH:3][CH:2]=1.[C:24]1([C:30]2N=C(C(N3CCCCCC3)=O)C3[C:32](=[CH:33]C=CC=3)[N:31]=2)C=CC=CC=1>>[CH2:30]([N:31]([CH2:32][CH3:33])[C:17]([C:15]1[C:14]2[C:9](=[C:10]([C:20]([F:21])([F:23])[F:22])[CH:11]=[CH:12][CH:13]=2)[N:8]=[C:7]([C:1]2[CH:6]=[CH:5][CH:4]=[CH:3][CH:2]=2)[CH:16]=1)=[O:19])[CH3:24]. The product is C(C)N(C(=O)C1=CC(=NC2=C(C=CC=C12)C(F)(F)F)C1=CC=CC=C1)CC (N,N-diethyl-2-phenyl-8-trifluoromethylquinoline-4-carboxamide). Reported procedure: The 2-phenyl-8-trifluoromethylquinoline-4-carboxylic acid can be prepared by the process described by D. W. BOYKIN et al., J. Med. Chem., 11 (2), 273-277 (1968). Starting materials: C1(=CC=CC=C1)C1=NC2=C(C=CC=C2C(=C1)C(=O)O)C(F)(F)F (2-phenyl-8-trifluoromethylquinoline-4-carboxylic acid), C1(=CC=CC=C1)C1=NC2=CC=CC=C2C(=N1)C(=O)N1CCCCCC1 (2,3,4,5,6,7-hexahydro-1-[(2-phenylquinazolin-4-yl)-carbonyl]-azepine). Starting materials: CCOC(=O)[C@@H]1N(C(CC1)=O)C(=O)OC(C)(C)C ((R)-5-oxopyrrolidine-1,2-dicarboxylic acid 1-tert-butyl ester 2-ethyl ester), FC=1C=C(C=CC1F)[Mg]Br (3,4-difluorophenylmagnesium bromide), O (Water). Yields the product C(C)(C)(C)OC(=O)N[C@@H](C(=O)OCC)CCC(=O)C1=CC(=C(C=C1)F)F (ethyl (R)-2-tert-butoxycarbonylamino-5-(3,4-difluorophenyl)-5-oxopentanoate). Run at time 2 hour. Procedure: To a solution of (R)-5-oxopyrrolidine-1,2-dicarboxylic acid 1-tert-butyl ester 2-ethyl ester (6.0 g) in tetrahydrofuran (100 mL), 3,4-difluorophenylmagnesium bromide (0.5 M solution in tetrahydrofuran; 50 mL) was added dropwise at −40° C. over 10 minutes, and the reaction solution was stirred at −40° C. to 0° C. for two hours. Water was added to the solution in small portions, followed by extraction with ethyl acetate. The extract was washed with brine, dried over anhydrous magnesium sulfate, an... The solvent is O1CCCC1 (tetrahydrofuran). As a reaction SMILES: [CH3:1][CH2:2][O:3][C:4]([C@H:6]1[CH2:10][CH2:9][C:8](=[O:11])[N:7]1[C:12]([O:14][C:15]([CH3:18])([CH3:17])[CH3:16])=[O:13])=[O:5].O.[F:20][C:21]1[CH:22]=[C:23]([Mg]Br)[CH:24]=[CH:25][C:26]=1[F:27]>O1CCCC1>[C:15]([O:14][C:12]([NH:7][C@H:6]([CH2:10][CH2:9][C:8]([C:24]1[CH:23]=[CH:22][C:21]([F:20])=[C:26]([F:27])[CH:25]=1)=[O:11])[C:4]([O:3][CH2:2][CH3:1])=[O:5])=[O:13])([CH3:18])([CH3:17])[CH3:16]. Reactants: CN(C1CN(CC1)C1=CC=C(C(=O)NN)C=C1)C (4-(3-Dimethylaminopyrrolidin-1-yl)benzohydrazide), O(C1=CC=CC=C1)CCSCC(=O)O ((2-phenoxy-ethylsulfanyl)acetic acid). Product: CN(C1CN(CC1)C1=CC=C(C=C1)C=1OC(=NN1)CSCCOC1=CC=CC=C1)C (Dimethyl-(1-{4-[5-(2-phenoxyethylsulfanylmethyl)-[1,3,4]oxadiazol-2-yl]phenyl}pyrrolidin-3-yl)amine). As a reaction SMILES: [CH3:1][N:2]([CH3:18])[CH:3]1[CH2:7][CH2:6][N:5]([C:8]2[CH:17]=[CH:16][C:11]([C:12]([NH:14][NH2:15])=[O:13])=[CH:10][CH:9]=2)[CH2:4]1.[O:19]([CH2:26][CH2:27][S:28][CH2:29][C:30](O)=O)[C:20]1[CH:25]=[CH:24][CH:23]=[CH:22][CH:21]=1>>[CH3:1][N:2]([CH3:18])[CH:3]1[CH2:7][CH2:6][N:5]([C:8]2[CH:17]=[CH:16][C:11]([C:12]3[O:13][C:30]([CH2:29][S:28][CH2:27][CH2:26][O:19][C:20]4[CH:25]=[CH:24][CH:23]=[CH:22][CH:21]=4)=[N:15][N:14]=3)=[CH:10][CH:9]=2)[CH2:4]1. Reported procedure: 4-(3-Dimethylaminopyrrolidin-1-yl)benzohydrazide was reacted with (2-phenoxy-ethylsulfanyl)acetic acid by Method A. The product with the molecular weight of 424.57 (C23H28N4O2S) was obtained in this way; MS (ESI): 425 (M+H+). Reactants: CNC(=S)C1C(C(OC2=C1C=C(C=C2)[N+](=O)[O-])(C)C)O (N,2,2-trimethyl-3,4-dihydro-3-hydroxy-6-nitro-2H-1-benzopyran-4-carbothioamide), O.C1(=CC=C(C=C1)S(=O)(=O)O)C (p-toluenesulfonic acid monohydrate). Solvent: C1(=CC=CC=C1)C (toluene). The product is CNC(=S)C1=CC(OC2=C1C=C(C=C2)[N+](=O)[O-])(C)C (N,2,2-trimethyl-6-nitro-2H-1-benzopyran-4-carbothioamide). Yield: 49.4%. As a reaction SMILES: [CH3:1][NH:2][C:3]([CH:5]1[C:10]2[CH:11]=[C:12]([N+:15]([O-:17])=[O:16])[CH:13]=[CH:14][C:9]=2[O:8][C:7]([CH3:19])([CH3:18])[CH:6]1O)=[S:4].O.C1(C)C=CC(S(O)(=O)=O)=CC=1>C1(C)C=CC=CC=1>[CH3:1][NH:2][C:3]([C:5]1[C:10]2[CH:11]=[C:12]([N+:15]([O-:17])=[O:16])[CH:13]=[CH:14][C:9]=2[O:8][C:7]([CH3:19])([CH3:18])[CH:6]=1)=[S:4] |f:1.2|. Reported procedure: A mixture of 7.0 g of N,2,2-trimethyl-3,4-dihydro-3-hydroxy-6-nitro-2H-1-benzopyran-4-carbothioamide, 3.0 g of p-toluenesulfonic acid monohydrate, and 300 ml of toluene was heated at reflux for 1 hour. The solvent was removed from the reaction mixture by distillation, and the residue was purified by silica gel column chromatography (developing solution: CH2Cl2). Recrystallizatlon from a mixed solvent of CH2Cl2, diethyl ether, and hexane gave 3.25 g of N,2,2-trimethyl-6-nitro-2H-1-benzopyran-4-ca... Starting materials: Cc1ccccc1, CCC(C)O, [H][H], C1=CN2CCCCC2CNC1, CC(C)(C)c1cc(-n2nc3cc(Cl)ccc3[n+]2[O-])c(O)c(C(C)(C)C)c1. Yields the product CC(C)(C)c1cc(-n2nc3ccc(Cl)cc3n2)c(O)c(C(C)(C)C)c1. RXN SMILES: [CH3:27][c:28]1[cH:29][cH:30][cH:31][cH:32][cH:33]1.[CH3:47][CH:48]([OH:49])[CH2:50][CH3:51].[H:45][H:46].[N:34]12[CH2:35][CH2:36][CH2:37][CH2:38][CH:39]1[CH2:40][NH:41][CH2:42][CH:43]=[CH:44]2.[OH:1][c:2]1[c:3](-[n:16]2[n:17][c:18]3[c:19]([n+:20]2[O-:21])[cH:22][cH:23][c:24]([Cl:26])[cH:25]3)[cH:4][c:5]([C:12]([CH3:13])([CH3:14])[CH3:15])[cH:6][c:7]1[C:8]([CH3:9])([CH3:10])[CH3:11]>>[OH:1][c:2]1[c:3](-[n:16]2[n:17][c:18]3[c:19]([n:20]2)[cH:22][cH:23][c:24]([Cl:26])[cH:25]3)[cH:4][c:5]([C:12]([CH3:13])([CH3:14])[CH3:15])[cH:6][c:7]1[C:8]([CH3:9])([CH3:10])[CH3:11]. Starting materials: ice water, S1C(=CC=C1)CC(=O)NC1[C@@H]2N(C(=C(CS2=O)C(C)OC(C)=O)C(=O)OC(C2=CC=CC=C2)C2=CC=CC=C2)C1=O (diphenylmethyl 7-(2-thienylacetamido)-3-(1-acetoxyethyl)-3-cephem-4-carboxylate 1-oxide), C(C)(=O)Cl (acetyl chloride), stannous chloride dihydrate. Solvent: CN(C=O)C (N,N-dimethylformamide). The product is S1C(=CC=C1)CC(=O)NC1[C@@H]2N(C(=C(CS2)C(C)OC(C)=O)C(=O)OC(C2=CC=CC=C2)C2=CC=CC=C2)C1=O (diphenylmethyl 7-(2-thienylacetamido)-3-(1-acetoxyethyl)-3-cephem-4-carboxylate). The yield is 79.8%. Reaction SMILES: [S:1]1[CH:5]=[CH:4][CH:3]=[C:2]1[CH2:6][C:7]([NH:9][CH:10]1[C:40](=[O:41])[N:12]2[C:13]([C:24]([O:26][CH:27]([C:34]3[CH:39]=[CH:38][CH:37]=[CH:36][CH:35]=3)[C:28]3[CH:33]=[CH:32][CH:31]=[CH:30][CH:29]=3)=[O:25])=[C:14]([CH:18]([O:20][C:21](=[O:23])[CH3:22])[CH3:19])[CH2:15][S:16](=O)[C@H:11]12)=[O:8].C(Cl)(=O)C>CN(C)C=O>[S:1]1[CH:5]=[CH:4][CH:3]=[C:2]1[CH2:6][C:7]([NH:9][CH:10]1[C:40](=[O:41])[N:12]2[C:13]([C:24]([O:26][CH:27]([C:28]3[CH:33]=[CH:32][CH:31]=[CH:30][CH:29]=3)[C:34]3[CH:35]=[CH:36][CH:37]=[CH:38][CH:39]=3)=[O:25])=[C:14]([CH:18]([O:20][C:21](=[O:23])[CH3:22])[CH3:19])[CH2:15][S:16][C@H:11]12)=[O:8]. Reported procedure: To a solution of non-polar stereoisomer A of diphenylmethyl 7-(2-thienylacetamido)-3-(1-acetoxyethyl)-3-cephem-4-carboxylate 1-oxide (85 mg) in N,N-dimethylformamide (2.5 ml) is added under ice cooling stannous chloride dihydrate (81 mg) with stirring. Ten minutes after the addition of acetyl chloride (0.34 mg), the mixture is stirred with ice for 20 minutes. The reaction mixture is poured into ice water, and is extracted with ethyl acetate. The extract solution is washed with aqueous sodium hyd...